Dataset: the Open Reaction Database (ORD), a public repository of structured organic reaction records. Task: describe an organic reaction: reactants, conditions, products, and yield Starting materials: CN1CC(c2ccccc2)C2(CCCN(C(=O)C(COCc3ccccc3)NC(=O)OC(C)(C)C)C2)C1=O, ClCCl, O=C(O)C(F)(F)F. The product is CN1CC(c2ccccc2)C2(CCCN(C(=O)C(N)COCc3ccccc3)C2)C1=O. Reaction SMILES: [CH2:1]([c:2]1[cH:3][cH:4][cH:5][cH:6][cH:7]1)[O:8][CH2:9][CH:10]([C:11](=[O:12])[N:13]1[CH2:14][C:15]2([CH:16]([c:22]3[cH:23][cH:24][cH:25][cH:26][cH:27]3)[CH2:17][N:18]([CH3:21])[C:19]2=[O:20])[CH2:28][CH2:29][CH2:30]1)[NH:31][C:32](=[O:33])[O:34][C:35]([CH3:36])([CH3:37])[CH3:38].[Cl:46][CH2:47][Cl:48].[F:39][C:40]([F:41])([F:42])[C:43]([OH:44])=[O:45]>>[CH2:1]([c:2]1[cH:3][cH:4][cH:5][cH:6][cH:7]1)[O:8][CH2:9][CH:10]([C:11](=[O:12])[N:13]1[CH2:14][C:15]2([CH:16]([c:22]3[cH:23][cH:24][cH:25][cH:26][cH:27]3)[CH2:17][N:18]([CH3:21])[C:19]2=[O:20])[CH2:28][CH2:29][CH2:30]1)[NH2:31]. Reactants: CC(O)(c1ccc(N2CCN(S(=O)(=O)c3cccs3)CC2COS(C)(=O)=O)cc1)C(F)(F)F, O=S1(=O)CCNC(C2CC2)C1. Yields the product CC(O)(c1ccc(N2CCN(S(=O)(=O)c3cccs3)CC2CN2CCS(=O)(=O)CC2C2CC2)cc1)C(F)(F)F. Reaction SMILES: [CH3:1][S:2]([O:3][CH2:6][CH:7]1[N:8]([c:21]2[cH:22][cH:23][c:24]([C:27]([C:28]([F:29])([F:30])[F:31])([CH3:32])[OH:33])[cH:25][cH:26]2)[CH2:9][CH2:10][N:11]([S:13](=[O:14])(=[O:15])[c:16]2[s:17][cH:18][cH:19][cH:20]2)[CH2:12]1)(=[O:4])=[O:5].[CH:34]1([CH:37]2[CH2:38][S:39](=[O:43])(=[O:44])[CH2:40][CH2:41][NH:42]2)[CH2:35][CH2:36]1>>[CH2:6]([CH:7]1[N:8]([c:21]2[cH:22][cH:23][c:24]([C:27]([C:28]([F:29])([F:30])[F:31])([CH3:32])[OH:33])[cH:25][cH:26]2)[CH2:9][CH2:10][N:11]([S:13](=[O:14])(=[O:15])[c:16]2[s:17][cH:18][cH:19][cH:20]2)[CH2:12]1)[N:42]1[CH:37]([CH:34]2[CH2:35][CH2:36]2)[CH2:38][S:39](=[O:43])(=[O:44])[CH2:40][CH2:41]1. The reactants are CCC(=O)Cl, NNC(=O)c1cccc(I)c1, CN(C)C=O, O, c1ccncc1. The product is CCC(=O)NNC(=O)c1cccc(I)c1. RXN SMILES: [C:18]([CH2:19][CH3:20])(=[O:21])[Cl:22].[I:1][c:2]1[cH:3][c:4]([C:5](=[O:6])[NH:7][NH2:8])[cH:9][cH:10][cH:11]1.[O:24]=[CH:25][N:26]([CH3:27])[CH3:28].[OH2:23].[cH:12]1[cH:13][cH:14][n:15][cH:16][cH:17]1>>[I:1][c:2]1[cH:3][c:4]([C:5](=[O:6])[NH:7][NH:8][C:18]([CH2:19][CH3:20])=[O:21])[cH:9][cH:10][cH:11]1.